Dataset: the Open Reaction Database (ORD), a public repository of structured organic reaction records. Task: describe an organic reaction: reactants, conditions, products, and yield Reagents/catalysts: [Pd] (Pd/C). The yield is 21.0%. The product is ClC=1C=CC2=C(N=C(S2)COC=2C(=C(C(=CC2)F)C(N)=N)F)C1 (3-[(5-Chloro-1,3-benzothiazol-2-yl)methoxy]-2,6-difluorobenzenecarboximidamide). The reactants are C(=O)[O-].[NH4+] (ammonium formate), ClC=1C=CC2=C(N=C(S2)COC=2C(=C(C(=CC2)F)C(N)=NO)F)C1 (3-[(5-chloro-1,3-benzothiazol-2-yl)methoxy]-2,6-difluoro-N′-hydroxybenzenecarboximidamide). The solvent is C(C)(=O)O (acetic acid). Procedure details: A mixture of 3-[(5-chloro-1,3-benzothiazol-2-yl)methoxy]-2,6-difluoro-N′-hydroxybenzenecarboximidamide (156, mg, 0.42 mmol, 1 equiv.), 10% Pd/C (63 mg) and ammonium formate (133 mg, 2.1 mmol, 5 equiv.) in glacial acetic acid (2 ml) was stirred under reflux for 3 h. The mixture was filtered through a pad of celite, alkalised to pH 10 with 0.5N NaOH and extracted with EtOAc (3×15 ml). The combined organic extracts were dried (MgSO4) and evaporated to dryness under reduced pressure. The crude resid... RXN SMILES: [Cl:1][C:2]1[CH:3]=[CH:4][C:5]2[S:9][C:8]([CH2:10][O:11][C:12]3[C:13]([F:23])=[C:14]([C:19](=[N:21]O)[NH2:20])[C:15]([F:18])=[CH:16][CH:17]=3)=[N:7][C:6]=2[CH:24]=1.C([O-])=O.[NH4+]>C(O)(=O)C.[Pd]>[Cl:1][C:2]1[CH:3]=[CH:4][C:5]2[S:9][C:8]([CH2:10][O:11][C:12]3[C:13]([F:23])=[C:14]([C:19](=[NH:20])[NH2:21])[C:15]([F:18])=[CH:16][CH:17]=3)=[N:7][C:6]=2[CH:24]=1 |f:1.2|. Reactants: [N+](=O)([O-])C1=CC=C(C=C1)C1=CC(=C(C(=C1)C(C)(C)C)O)C(C)(C)C (4-(4'nitrophenyl)-2,6-di-tert-butylphenol), [Cl-].[Al+3].[Cl-].[Cl-] (aluminum chloride). The solvent is C1(=CC=CC=C1)C (toluene), [N+](=O)([O-])C (nitromethane). Reaction conditions: time 4 hour. The product is [N+](=O)([O-])C1=CC=C(C=C1)C1=CC=C(C=C1)O (4-(4'-nitrophenyl)phenol). Yield: 71.2%. RXN SMILES: [N+:1]([C:4]1[CH:9]=[CH:8][C:7]([C:10]2[CH:15]=[C:14](C(C)(C)C)[C:13]([OH:20])=[C:12](C(C)(C)C)[CH:11]=2)=[CH:6][CH:5]=1)([O-:3])=[O:2].[Cl-].[Al+3].[Cl-].[Cl-]>C1(C)C=CC=CC=1.[N+](C)([O-])=O>[N+:1]([C:4]1[CH:5]=[CH:6][C:7]([C:10]2[CH:15]=[CH:14][C:13]([OH:20])=[CH:12][CH:11]=2)=[CH:8][CH:9]=1)([O-:3])=[O:2] |f:1.2.3.4|. Reported procedure: To a solution of 5.0 g (15 mmol) of 4-(4'nitrophenyl)-2,6-di-tert-butylphenol in 50 mL of toluene was added a solution of 9.2 g (69 mmol) of aluminum chloride in 10 mL of nitromethane. This mixture was stirred at ambient temperature for 4 hours and poured into 100 mL of 1N HC1 mixed with ice. The resulting aqueous mixture was extracted with two 100-mL portions of ethyl acetate. Combination, drying (MgSO4), and concentration of the organic layers resulted in crystallization of 2.3 g (69% yield) o... Starting materials: N (ammonia), O.CCOC(=O)C (water EtOAc), FC(CNC(NC1=NC(=NC=C1)/C=C/CCCC#N)=S)(F)F (trans-6-[4-(3-[2,2,2-trifluoroethyl]thioureido)pyrimid-2-yl]hex-5-enenitrile), Mercuric oxide. Solvent: CN(C)C=O (DMF), CCO (EtOH). Reaction conditions: time 40 minute. The product is FC(CN=C(NC1=NC(=NC=C1)/C=C/CCCC#N)N)(F)F (trans-6-[4-(2-[2,2,2-trifluoroethyl]guanidino)pyrimid-2-yl]hex-5-enenitrile). As a reaction SMILES: [F:1][C:2]([F:22])([F:21])[CH2:3][NH:4][C:5](=S)[NH:6][C:7]1[CH:12]=[CH:11][N:10]=[C:9](/[CH:13]=[CH:14]/[CH2:15][CH2:16][CH2:17][C:18]#[N:19])[N:8]=1.[NH3:23].O.CCOC(C)=O>CN(C=O)C.CCO>[F:1][C:2]([F:22])([F:21])[CH2:3][N:4]=[C:5]([NH2:23])[NH:6][C:7]1[CH:12]=[CH:11][N:10]=[C:9](/[CH:13]=[CH:14]/[CH2:15][CH2:16][CH2:17][C:18]#[N:19])[N:8]=1 |f:2.3|. Reported procedure: The above thiourea (350 mg.) was dissolved in DMF (8 ml.) and 8M ammonia in EtOH (4 ml.). Mercuric oxide (1 g.) was added and the mixture stirred for 40 minutes, then poured into water/EtOAc 1:1 (100 ml.) and the resulting mixture filtered through diatomaceous earth. The EtOAc extract was dried (MgSO4) and evaporated in vacuo to give trans-6-[4-(2-[2,2,2-trifluoroethyl]guanidino)pyrimid-2-yl]hex-5-enenitrile as a gum which was used without further purification. Reactants: NC=1C=C(C=CC1)CS(=O)(=O)NCCO (C-(3-Aminophenyl)-N-(2-hydroxyethyl)-methanesulfonamide), ClC1=C(C(=CC(=C1)Cl)Cl)Br (1,3,5-trichloro-2-bromobenzene), C(=O)([O-])[O-].[K+].[K+] (K2CO3), CC1(C2=C(C(=CC=C2)P(C3=CC=CC=C3)C4=CC=CC=C4)OC5=C(C=CC=C51)P(C6=CC=CC=C6)C7=CC=CC=C7)C (XantPhos). Reagents/catalysts: C=1C=CC(=CC1)/C=C/C(=O)/C=C/C2=CC=CC=C2.C=1C=CC(=CC1)/C=C/C(=O)/C=C/C2=CC=CC=C2.C=1C=CC(=CC1)/C=C/C(=O)/C=C/C2=CC=CC=C2.[Pd].[Pd] (Pd2dba3). Run in O1CCOCC1 (1,4-dioxane). Run at temperature 150 celsius, time 60 minute. Product: OCCNS(=O)(=O)CC1=CC(=CC=C1)NC1=C(C=C(C=C1Cl)Cl)Cl (N-(2-Hydroxyethyl)-C-[3-(2,4,6-trichlorophenylamino)-phenyl]-methane sulfonamide). The yield is 5.0%. Reaction SMILES: [NH2:1][C:2]1[CH:3]=[C:4]([CH2:8][S:9]([NH:12][CH2:13][CH2:14][OH:15])(=[O:11])=[O:10])[CH:5]=[CH:6][CH:7]=1.[Cl:16][C:17]1[CH:22]=[C:21]([Cl:23])[CH:20]=[C:19]([Cl:24])[C:18]=1Br.C([O-])([O-])=O.[K+].[K+].CC1(C)C2C(=C(P(C3C=CC=CC=3)C3C=CC=CC=3)C=CC=2)OC2C(P(C3C=CC=CC=3)C3C=CC=CC=3)=CC=CC1=2>O1CCOCC1.C1C=CC(/C=C/C(/C=C/C2C=CC=CC=2)=O)=CC=1.C1C=CC(/C=C/C(/C=C/C2C=CC=CC=2)=O)=CC=1.C1C=CC(/C=C/C(/C=C/C2C=CC=CC=2)=O)=CC=1.[Pd].[Pd]>[OH:15][CH2:14][CH2:13][NH:12][S:9]([CH2:8][C:4]1[CH:5]=[CH:6][CH:7]=[C:2]([NH:1][C:18]2[C:17]([Cl:16])=[CH:22][C:21]([Cl:23])=[CH:20][C:19]=2[Cl:24])[CH:3]=1)(=[O:11])=[O:10] |f:2.3.4,7.8.9.10.11|. Procedure: To a stirred solution of C-(3-Aminophenyl)-N-(2-hydroxyethyl)-methanesulfonamide (200 mg, 0.87 mmol), 1,3,5-trichloro-2-bromobenzene (283 mg, 1.09 mmol), K2CO3 (300 mg, 2.17 mmol) and XantPhos (50 mg, 0.09 mmol) in 1,4-dioxane (2 ml) under nitrogen in a microwave tube was added Pd2dba3 (40 mg, 0.04 mmol) in one portion and the tube sealed. The reaction was heated with stirring in a microwave at 150° C. for 60 minutes. The reaction was cooled before filtering through celite. The crude reaction mi...